Dataset: the Open Reaction Database (ORD), a public repository of structured organic reaction records. Task: describe an organic reaction: reactants, conditions, products, and yield Reactants: ClC1=C(C=CC=C1)SCC(=C)C1=CC=CC=C1 (1-[2'-Chlorophenylthio]-2-phenyl-2-propene), C1=CC(=CC(=C1)Cl)C(=O)OO (mCPBA). Solvent: C(Cl)Cl (methylene chloride), C(Cl)Cl (methylene chloride). Conditions: temperature 0 celsius. Yields the product ClC1=C(C=CC=C1)S(=O)CC(=C)C1=CC=CC=C1 (1-[2'-chlorophenylsulphinyl]-2-phenyl-2-propene). Isolated yield 60.2%. Reaction SMILES: [Cl:1][C:2]1[CH:7]=[CH:6][CH:5]=[CH:4][C:3]=1[S:8][CH2:9][C:10]([C:12]1[CH:17]=[CH:16][CH:15]=[CH:14][CH:13]=1)=[CH2:11].C1C=C(Cl)C=C(C(OO)=[O:26])C=1>C(Cl)Cl>[Cl:1][C:2]1[CH:7]=[CH:6][CH:5]=[CH:4][C:3]=1[S:8]([CH2:9][C:10]([C:12]1[CH:13]=[CH:14][CH:15]=[CH:16][CH:17]=1)=[CH2:11])=[O:26]. Procedure details: 1-[2'-Chlorophenylthio]-2-phenyl-2-propene (1.56 g, 0.006 mole) is dissolved in methylene chloride (50 cc) and cooled to 0° C. 55% strength mCPBA (1.9 g, 0.006 mole) in solution in methylene chloride (15 cc) is added dropwise over 30 min. After 1 hour at 0° C. the solution is washed with saturated sodium bicarbonate (75 cc), brine (2×75 cc) and is dried over MgSO4. The crude (1.6 g) is chromatographed on silica to give 1-[2'-chlorophenylsulphinyl]-2-phenyl-2-propene (1.0 g, 60%) in the form of a... Run at time 3 hour. The product is C(C)OC1=NN(C=C1CCC(=O)O)CC1=CC(=CC=C1)OCC=1N=C(OC1C)C1=CC=CC=C1 (3-[3-ethoxy-1-[3-(5-methyl-2-phenyl-4-oxazolylmethoxy)benzyl]-1H-pyrazol-4-yl]propionic acid). Solvent: Cl (hydrochloric acid). Yield: 93.1%. Reported procedure: A mixture of ethyl 3-[3-ethoxy-1-[3-(5-methyl-2-phenyl-4-oxazolylmethoxy)benzyl]-1H-pyrazol-4-yl]propionate (808 mg), 1N aqueous sodium hydroxide solution (4 ml), tetrahydrofuran (8 ml), and ethanol (8 ml) was stirred at room temperature for 3 hours, diluted with 1 N hydrochloric acid (4 ml), and extracted with ethyl acetate. The ethyl acetate layer was washed with saturated aqueous sodium chloride solution, dried (MgSO4), and concentrated. The residue was subjected to silica gel column chromato... RXN SMILES: [CH2:1]([O:3][C:4]1[C:8]([CH2:9][CH2:10][C:11]([O:13]CC)=[O:12])=[CH:7][N:6]([CH2:16][C:17]2[CH:22]=[CH:21][CH:20]=[C:19]([O:23][CH2:24][C:25]3[N:26]=[C:27]([C:31]4[CH:36]=[CH:35][CH:34]=[CH:33][CH:32]=4)[O:28][C:29]=3[CH3:30])[CH:18]=2)[N:5]=1)[CH3:2].[OH-].[Na+].O1CCCC1.C(O)C>Cl>[CH2:1]([O:3][C:4]1[C:8]([CH2:9][CH2:10][C:11]([OH:13])=[O:12])=[CH:7][N:6]([CH2:16][C:17]2[CH:22]=[CH:21][CH:20]=[C:19]([O:23][CH2:24][C:25]3[N:26]=[C:27]([C:31]4[CH:32]=[CH:33][CH:34]=[CH:35][CH:36]=4)[O:28][C:29]=3[CH3:30])[CH:18]=2)[N:5]=1)[CH3:2] |f:1.2|. The reactants are C(C)OC1=NN(C=C1CCC(=O)OCC)CC1=CC(=CC=C1)OCC=1N=C(OC1C)C1=CC=CC=C1 (ethyl 3-[3-ethoxy-1-[3-(5-methyl-2-phenyl-4-oxazolylmethoxy)benzyl]-1H-pyrazol-4-yl]propionate), [OH-].[Na+] (sodium hydroxide), O1CCCC1 (tetrahydrofuran), C(C)O (ethanol). The reactants are 9A, C(C)(C)C1CCC(C(N1)C1=CC=CC=C1)N (6-isopropyl-2-phenyl-piperidin-3-ylamine), COC1=NC=2CCC(N(C2C=C1C=O)C)=O (2-Methoxy-5-methyl-6-oxo-5,6,7,8-tetrahydro-[1,5]naphthyridine-3-carbaldehyde), O=O (O2). Yields the product C(C)(C)[C@@H]1CC[C@@H]([C@@H](N1)C1=CC=CC=C1)NCC1=C(N=C2CCC(N(C2=C1)C)=O)OC (7-[((2S,3S,6S)-6-Isopropyl-2-phenyl-piperidin-3-ylamino)-methyl]-6-methoxy-1-methyl-3,4-dihydro-1H-[1,5]naphthyridin-2-one). RXN SMILES: [CH:1]([CH:4]1[NH:9][CH:8]([C:10]2[CH:15]=[CH:14][CH:13]=[CH:12][CH:11]=2)[CH:7]([NH2:16])[CH2:6][CH2:5]1)([CH3:3])[CH3:2].[CH3:17][O:18][C:19]1[C:28]([CH:29]=O)=[CH:27][C:26]2[N:25]([CH3:31])[C:24](=[O:32])[CH2:23][CH2:22][C:21]=2[N:20]=1.O=O>>[CH:1]([C@H:4]1[NH:9][C@@H:8]([C:10]2[CH:15]=[CH:14][CH:13]=[CH:12][CH:11]=2)[C@@H:7]([NH:16][CH2:29][C:28]2[CH:27]=[C:26]3[C:21]([CH2:22][CH2:23][C:24](=[O:32])[N:25]3[CH3:31])=[N:20][C:19]=2[O:18][CH3:17])[CH2:6][CH2:5]1)([CH3:3])[CH3:2]. Procedure: By a procedure similar to the previous examples 9 and 9A: prepared through the reaction of 6-isopropyl-2-phenyl-piperidin-3-ylamine with 2-Methoxy-5-methyl-6-oxo-5,6,7,8-tetrahydro-[1,5]naphthyridine-3-carbaldehyde. Mass spectrum calcd for C25 H34 N4 O2 (M+1) 423; found 423. Reactants: CC(Nc1nccc(-n2cc(Br)nc2-c2ccc(F)cc2)n1)c1ccccc1, O=C([O-])[O-], [Na+], [Na+], C1COCCO1, c1ccc(P(c2ccccc2)(c2ccccc2)[Pd](P(c2ccccc2)(c2ccccc2)c2ccccc2)(P(c2ccccc2)(c2ccccc2)c2ccccc2)P(c2ccccc2)(c2ccccc2)c2ccccc2)cc1, OB(O)c1ccsc1. Yields the product CC(Nc1nccc(-n2cc(-c3ccsc3)nc2-c2ccc(F)cc2)n1)c1ccccc1. RXN SMILES: [Br:1][c:2]1[n:3][c:4](-[c:22]2[cH:23][cH:24][c:25]([F:28])[cH:26][cH:27]2)[n:5](-[c:7]2[n:8][c:9]([NH:13][CH:14]([CH3:15])[c:16]3[cH:17][cH:18][cH:19][cH:20][cH:21]3)[n:10][cH:11][cH:12]2)[cH:6]1.[C:37](=[O:38])([O-:39])[O-:40].[Na+:41].[Na+:42].[O:43]1[CH2:44][CH2:45][O:46][CH2:47][CH2:48]1.[cH:49]1[cH:50][cH:51][c:52]([P:53]([Pd:54]([P:55]([c:56]2[cH:57][cH:58][cH:59][cH:60][cH:61]2)([c:62]2[cH:63][cH:64][cH:65][cH:66][cH:67]2)[c:68]2[cH:69][cH:70][cH:71][cH:72][cH:73]2)([P:74]([c:75]2[cH:76][cH:77][cH:78][cH:79][cH:80]2)([c:81]2[cH:82][cH:83][cH:84][cH:85][cH:86]2)[c:87]2[cH:88][cH:89][cH:90][cH:91][cH:92]2)[P:93]([c:94]2[cH:95][cH:96][cH:97][cH:98][cH:99]2)([c:100]2[cH:101][cH:102][cH:103][cH:104][cH:105]2)[c:106]2[cH:107][cH:108][cH:109][cH:110][cH:111]2)([c:112]2[cH:113][cH:114][cH:115][cH:116][cH:117]2)[c:118]2[cH:119][cH:120][cH:121][cH:122][cH:123]2)[cH:124][cH:125]1.[s:29]1[cH:30][c:31]([B:34]([OH:35])[OH:36])[cH:32][cH:33]1>>[c:2]1(-[c:31]2[cH:30][s:29][cH:33][cH:32]2)[n:3][c:4](-[c:22]2[cH:23][cH:24][c:25]([F:28])[cH:26][cH:27]2)[n:5](-[c:7]2[n:8][c:9]([NH:13][CH:14]([CH3:15])[c:16]3[cH:17][cH:18][cH:19][cH:20][cH:21]3)[n:10][cH:11][cH:12]2)[cH:6]1. The reactants are OCC=1C=C2[C@H](C[C@@H](OC2=CC1)O)C1=CC=CC=C1 ((R)-6-hydroxymethyl-4-phenylchroman-2-(R)-ol), C(C)(C)NC(C)C (diisopropyl amine). The reagents and catalysts are [Pd] (Pd/C). Solvent: CO (methanol). The product is OCC1=CC(=C(C=C1)O)[C@H](CCN(C(C)C)C(C)C)C1=CC=CC=C1 ((R)-4-hydroxymethyl-2-(3-diisopropylamino-1-phenylpropyl)-phenol). As a reaction SMILES: [OH:1][CH2:2][C:3]1[CH:4]=[C:5]2[C:10](=[CH:11][CH:12]=1)[O:9][C@@H:8](O)[CH2:7][C@@H:6]2[C:14]1[CH:19]=[CH:18][CH:17]=[CH:16][CH:15]=1.[CH:20]([NH:23][CH:24]([CH3:26])[CH3:25])([CH3:22])[CH3:21]>[Pd].CO>[OH:1][CH2:2][C:3]1[CH:12]=[CH:11][C:10]([OH:9])=[C:5]([C@@H:6]([C:14]2[CH:19]=[CH:18][CH:17]=[CH:16][CH:15]=2)[CH2:7][CH2:8][N:23]([CH:24]([CH3:26])[CH3:25])[CH:20]([CH3:22])[CH3:21])[CH:4]=1. Procedure details: A mixture consisting of methanol, Pd/C catalyst, (R)-6-hydroxymethyl-4-phenylchroman-2-(R)-ol, and an excess of diisopropyl amine will be hydrogenated at ambient temperature at a pressure of 4 bar. After at least 18 hours, the reaction mixture will be filtered and evaporated to dryness. Subsequently, it is treated with 1 molar equivalent of a solution of lithium aluminium hydride in tetrahydrofuran for cleaving any cyclic hemiaminal. The reaction is quenched with water, and the product will be e... Starting materials: C(C)OC(=O)C1=CN(C2=CC=CN=C2C1=O)CC1=C(C=CC=C1)C1=CC=CC=C1 (1-biphenyl-2-ylmethyl-4-oxo-1,4-dihydro-[1,5]naphthyridine-3-carboxylic acid ethyl ester), O[Li].O (LiOH—H2O), Cl (HCl). Solvent: O (water), CO (MeOH). Conditions: time 16 hour. Product: C1(=C(C=CC=C1)CN1C=C(C(C2=NC=CC=C12)=O)C(=O)O)C1=CC=CC=C1 (1-Biphenyl-2-ylmethyl-4-oxo-1,4-dihydro-[1,5]naphthyridine-3-carboxylic acid). Isolated yield 10.3%. RXN SMILES: C([O:3][C:4]([C:6]1[C:15](=[O:16])[C:14]2[C:9](=[CH:10][CH:11]=[CH:12][N:13]=2)[N:8]([CH2:17][C:18]2[CH:23]=[CH:22][CH:21]=[CH:20][C:19]=2[C:24]2[CH:29]=[CH:28][CH:27]=[CH:26][CH:25]=2)[CH:7]=1)=[O:5])C.O[Li].O.Cl>CO.O>[C:19]1([C:24]2[CH:29]=[CH:28][CH:27]=[CH:26][CH:25]=2)[CH:20]=[CH:21][CH:22]=[CH:23][C:18]=1[CH2:17][N:8]1[C:9]2[C:14](=[N:13][CH:12]=[CH:11][CH:10]=2)[C:15](=[O:16])[C:6]([C:4]([OH:5])=[O:3])=[CH:7]1 |f:1.2|. Procedure: To a stirred solution of 1-Biphenyl-2-ylmethyl-4-oxo-1,4-dihydro-[1,5]naphthyridine-3-carboxylic acid ethyl ester (6) (850 mg, 2.4 mmol) in MeOH (8 mL) was added LiOH—H2O (100.2 mg, 4.8 mmol) and stirred at RT for 16 h. After completion of the reaction, distilled-off the solvent from the reaction and diluted with water. The aqueous part was acidified with 2 N HCl, extracted with EtOAC and organic layer was washed with brine. It was dried over Na2SO4, concentrated and the residue was purified by ...